Dataset: the Open Reaction Database (ORD), a public repository of structured organic reaction records. Task: describe an organic reaction: reactants, conditions, products, and yield The reactants are C(C1=CC=CC=C1)OC=1C=C(C=CC1OC)C(C)O (1-(3-benzyloxy-4-methoxy-phenyl)-ethanol), C1(=CC=CC=C1)P(=O)(C1=CC=CC=C1)N=[N+]=[N-] (diphenylphosphoryl azide), N12CCCCCC2=NCCC1 (1,8-diazabicyclo[5.4.0]undec-7-ene). Run in C1(=CC=CC=C1)C (toluene). Run at temperature 0 celsius, time 2 hour. The product is N(=[N+]=[N-])C(C)C1=CC(=C(C=C1)OC)OCC1=CC=CC=C1 (4-(1-azido-ethyl)-2-benzyloxy-1-methoxybenzene). RXN SMILES: [CH2:1]([O:8][C:9]1[CH:10]=[C:11]([CH:17](O)[CH3:18])[CH:12]=[CH:13][C:14]=1[O:15][CH3:16])[C:2]1[CH:7]=[CH:6][CH:5]=[CH:4][CH:3]=1.C1(P([N:34]=[N+:35]=[N-:36])(C2C=CC=CC=2)=O)C=CC=CC=1.N12CCCN=C1CCCCC2>C1(C)C=CC=CC=1>[N:34]([CH:17]([C:11]1[CH:12]=[CH:13][C:14]([O:15][CH3:16])=[C:9]([O:8][CH2:1][C:2]2[CH:7]=[CH:6][CH:5]=[CH:4][CH:3]=2)[CH:10]=1)[CH3:18])=[N+:35]=[N-:36]. Reported procedure: To a 0° C. mixture of crude 1-(3-benzyloxy-4-methoxy-phenyl)-ethanol (10 mmol maximum) and diphenylphosphoryl azide (2.6 mL, 12 mmol) in toluene (18 mL) is added 1,8-diazabicyclo[5.4.0]undec-7-ene (DBU, 1.6 mL, 11 mmol). The mixture is stirred at 0° C. for two hours and then at room temperature overnight. The reaction mixture is washed with water and concentrated to give 4-(1-azido-ethyl)-2-benzyloxy-1-methoxybenzene, which is used in the next step without purification. Reactants: FC(C(=O)O)(F)F (Trifluoroacetic acid), C(C)(C)(C)OC(NC1=CC=C(C=C1)C1=NOC=C1CC1=CC=CC=C1)=O ([4-(4-benzylisoxazol-3-yl)phenyl]carbamic acid tert-butyl ester). Run at time 30 minute. Yields the product C(C1=CC=CC=C1)C=1C(=NOC1)C1=CC=C(C=C1)N (4-(4-Benzylisoxazol-3-yl)phenylamine). Isolated yield 70.0%. Reaction SMILES: FC(F)(F)C(O)=O.C(OC(=O)[NH:14][C:15]1[CH:20]=[CH:19][C:18]([C:21]2[C:25]([CH2:26][C:27]3[CH:32]=[CH:31][CH:30]=[CH:29][CH:28]=3)=[CH:24][O:23][N:22]=2)=[CH:17][CH:16]=1)(C)(C)C>>[CH2:26]([C:25]1[C:21]([C:18]2[CH:17]=[CH:16][C:15]([NH2:14])=[CH:20][CH:19]=2)=[N:22][O:23][CH:24]=1)[C:27]1[CH:28]=[CH:29][CH:30]=[CH:31][CH:32]=1. Reported procedure: Trifluoroacetic acid (0.5 mL) is added to [4-(4-benzylisoxazol-3-yl)phenyl]carbamic acid tert-butyl ester (0.3 g) and stirred for 30 minutes. The reaction mixture is concentrated under reduced pressure and the concentrate is partitioned between ethyl acetate and 1N sodium hydroxide solution. The organic layer is washed with saturated sodium chloride, dried over anhydrous magnesium sulfate and chromatographed on silica gel (ethyl acetate/hexane as eluant) to give 0.15 g product as a white solid. ...